Task: describe an organic reaction: reactants, conditions, products, and yield. Dataset: the Open Reaction Database (ORD), a public repository of structured organic reaction records Reactants: CN(C)C=O, COc1cc(N)c(C)cc1Cl, Cl, N#Cc1cnc2cc3scnc3cc2c1O, O=P(Cl)(Cl)Cl, c1ccncc1. Yields the product COc1cc(Nc2c(C#N)cnc3cc4scnc4cc23)c(C)cc1Cl. RXN SMILES: [CH3:17][N:18]([CH3:19])[CH:20]=[O:21].[Cl:22][c:23]1[cH:24][c:25]([CH3:32])[c:26]([NH2:27])[cH:28][c:29]1[O:30][CH3:31].[ClH:33].[OH:1][c:2]1[c:3]([C:15]#[N:16])[cH:4][n:5][c:6]2[cH:7][c:8]3[c:9]([cH:10][c:11]12)[n:12][cH:13][s:14]3.[P:40]([Cl:41])([Cl:42])([Cl:43])=[O:44].[n:34]1[cH:35][cH:36][cH:37][cH:38][cH:39]1>>[c:2]1([NH:27][c:26]2[c:25]([CH3:32])[cH:24][c:23]([Cl:22])[c:29]([O:30][CH3:31])[cH:28]2)[c:3]([C:15]#[N:16])[cH:4][n:5][c:6]2[cH:7][c:8]3[c:9]([cH:10][c:11]12)[n:12][cH:13][s:14]3.